This data is from the Open Reaction Database (ORD), a public repository of structured organic reaction records. The task is: describe an organic reaction: reactants, conditions, products, and yield The reactants are CN1C(CCC1)=O (1-methylpyrrolidone), S(=O)(OCC)OCC (diethyl sulfite), C1(=CC=CC=C1)C (toluene). Run at time 24 hour. Product: C(C)NS([O-])(=O)=O.C[N+]1(CCCC1)CCC (N-methyl-N-propylpyrrolidinium ethylsulfamate). Reaction SMILES: [CH3:1][N:2]1[CH2:6][CH2:5][CH2:4][C:3]1=O.[S:8]([O:13]CC)([O:10]CC)=[O:9].[C:16]1(C)[CH:21]=CC=C[CH:17]=1>>[CH2:3]([NH:2][S:8](=[O:10])(=[O:9])[O-:13])[CH3:4].[CH3:1][N+:2]1([CH2:17][CH2:16][CH3:21])[CH2:6][CH2:5][CH2:4][CH2:3]1 |f:3.4|. Procedure details: 200 mmol of 1-methylpyrrolidone (Aldrich) in solution in 100 ml of toluene were quaternized with 100 mmol of diethyl sulfite (Aldrich), added slowly at 0° C., with stirring for 24 hours at ambient temperature. After evaporation of the solvent and drying, N-methyl-N-propylpyrrolidinium ethylsulfamate was obtained. 50 mmol of ethylsulfamate were solubilized in 50 ml of acetonitrile, and were reacted with 50 mmol of KBFFST. After stirring for 2 hours, and then filtration, evaporation of the solvent... Reactants: C(C1=CC=CC=C1)OC(=O)C=1N(C2=CC=C(C=C2C1)Br)CC1=CC=C(C=C1)[N+](=O)[O-] (5-bromo-1-(4-nitro-benzyl)-1H-indole-2-carboxylic acid benzyl ester), C[O-].C(CCC)[Sn+](CCCC)CCCC (tributyltin methoxide), C(C)(=O)OC(=C)C (isopropenyl acetate), C1(=C(C=CC=C1)P(C1=C(C=CC=C1)C)C1=C(C=CC=C1)C)C (tri-o-tolylphosphine). The reagents and catalysts are C(C)(=O)[O-].[Pd+2].C(C)(=O)[O-] (palladium (II) acetate). Run in C1(=CC=CC=C1)C (toluene). Product: C(C1=CC=CC=C1)OC(=O)C=1N(C2=CC=C(C=C2C1)CC(C)=O)CC1=CC=C(C=C1)[N+](=O)[O-] (1-(4-Nitro-benzyl)-5-(2-oxo-propyl)-1H-indole-2-carboxylic Acid Benzyl Ester). The yield is 33.2%. RXN SMILES: [CH2:1]([O:8][C:9]([C:11]1[N:12]([CH2:21][C:22]2[CH:27]=[CH:26][C:25]([N+:28]([O-:30])=[O:29])=[CH:24][CH:23]=2)[C:13]2[C:18]([CH:19]=1)=[CH:17][C:16](Br)=[CH:15][CH:14]=2)=[O:10])[C:2]1[CH:7]=[CH:6][CH:5]=[CH:4][CH:3]=1.C[O-].C([Sn+](CCCC)CCCC)CCC.C([O:49][C:50]([CH3:52])=[CH2:51])(=O)C.C1(C)C=CC=CC=1P(C1C=CC=CC=1C)C1C=CC=CC=1C>C1(C)C=CC=CC=1.C([O-])(=O)C.[Pd+2].C([O-])(=O)C>[CH2:1]([O:8][C:9]([C:11]1[N:12]([CH2:21][C:22]2[CH:27]=[CH:26][C:25]([N+:28]([O-:30])=[O:29])=[CH:24][CH:23]=2)[C:13]2[C:18]([CH:19]=1)=[CH:17][C:16]([CH2:51][C:50](=[O:49])[CH3:52])=[CH:15][CH:14]=2)=[O:10])[C:2]1[CH:7]=[CH:6][CH:5]=[CH:4][CH:3]=1 |f:1.2,6.7.8|. Procedure details: A solution of 5-bromo-1-(4-nitro-benzyl)-1H-indole-2-carboxylic acid benzyl ester (1.733 g, 3.72 mmol), tributyltin methoxide (1.79 g, 1.6 ml, 5.58 mmol), isopropenyl acetate (0.56 g, 0.61 ml, 5.58 mmol), palladium (II) acetate (41.5 mg, 0.19 mmol) and tri-o-tolylphosphine (113 mg, 0.37 mmol) in toluene (5 ml) was heated at about 95° C. under nitrogen for about 6 hours. The reaction solution was cooled, concentrated in vacuo, and subjected to flash chromatography on silica (105 g, 30% ethyl acet... The product is C(C)OC(=O)C=1C=NC=2N(C1O)N=C(N2)S (6-ethoxycarbonyl-7-hydroxy-2-mercapto-s-triazolo[1,5-a]pyrimidine). Reaction SMILES: [NH2:1][C:2]1[N:6]=[C:5]([SH:7])[NH:4][N:3]=1.C([O:10][CH:11]=[C:12]([C:18](OCC)=O)[C:13]([O:15][CH2:16][CH3:17])=[O:14])C>C(O)(=O)C>[CH2:16]([O:15][C:13]([C:12]1[CH:18]=[N:1][C:2]2[N:3]([N:4]=[C:5]([SH:7])[N:6]=2)[C:11]=1[OH:10])=[O:14])[CH3:17]. Reactants: NC1=NNC(=N1)S (3-amino-5-mercapto-s-triazole), C(C)OC=C(C(=O)OCC)C(=O)OCC (diethyl ethoxymethylenemalonate). Solvent: C(C)(=O)O (acetic acid). Reported procedure: A mixture of 15 g 3-amino-5-mercapto-s-triazole, 28 g diethyl ethoxymethylenemalonate and 70 ml acetic acid was refluxed for 18 hours. After removing the solvent by distillation, the remaining brown oil was allowed to cool to room temperature, and the pH was adjusted to 10 with sodium hydroxide solution. After washing with 100 ml ethyl acetate, the brown aqueous solution was neutralized to pH 7.5 with 6N hydrochloric acid, and again washed with 100 ml ethyl acetate. The pH of the aqueous layer w... The yield is 29.0%. Reactants: Cc1cccc(-c2nc(-c3ccc(S(C)(=O)=O)cc3)sc2-c2ccnc(Sc3ccccc3)c2)c1, CN(C)C=O, O=C(OO)c1cccc(Cl)c1, [Na+], [OH-]. Yields the product Cc1cccc(-c2nc(-c3ccc(S(C)(=O)=O)cc3)sc2-c2ccnc(S(=O)(=O)c3ccccc3)c2)c1. RXN SMILES: [CH3:1][c:2]1[cH:3][c:4](-[c:8]2[n:9][c:10](-[c:26]3[cH:27][cH:28][c:29]([S:32](=[O:33])(=[O:34])[CH3:35])[cH:30][cH:31]3)[s:11][c:12]2-[c:13]2[cH:14][c:15]([S:19][c:20]3[cH:21][cH:22][cH:23][cH:24][cH:25]3)[n:16][cH:17][cH:18]2)[cH:5][cH:6][cH:7]1.[CH3:49][N:50]([CH3:51])[CH:52]=[O:53].[Cl:36][c:37]1[cH:38][cH:39][cH:40][c:41]([C:42]([O:43][OH:45])=[O:44])[cH:46]1.[Na+:48].[OH-:47]>>[CH3:1][c:2]1[cH:3][c:4](-[c:8]2[n:9][c:10](-[c:26]3[cH:27][cH:28][c:29]([S:32](=[O:33])(=[O:34])[CH3:35])[cH:30][cH:31]3)[s:11][c:12]2-[c:13]2[cH:14][c:15]([S:19]([c:20]3[cH:21][cH:22][cH:23][cH:24][cH:25]3)(=[O:44])=[O:47])[n:16][cH:17][cH:18]2)[cH:5][cH:6][cH:7]1. Reactants: C1(CCCCC1)C(=O)NCC(=O)C=1OC=CC1 (N-cyclohexylcarbonyl-(2-furylcarbonyl)methylamine), [H-].[Na+] (sodium hydride), BrCC(=O)OCC (ethyl bromoacetate). Yields the product C1(CCCCC1)C(=O)NC(CC(=O)OCC)C(=O)C=1OC=CC1 (ethyl 3-cyclohexylcarbonylamino-3-(2-furylcarbonyl)propionate). Yield: 56.3%. As a reaction SMILES: [CH:1]1([C:7]([NH:9][CH2:10][C:11]([C:13]2[O:14][CH:15]=[CH:16][CH:17]=2)=[O:12])=[O:8])[CH2:6][CH2:5][CH2:4][CH2:3][CH2:2]1.[H-].[Na+].Br[CH2:21][C:22]([O:24][CH2:25][CH3:26])=[O:23]>>[CH:1]1([C:7]([NH:9][CH:10]([C:11]([C:13]2[O:14][CH:15]=[CH:16][CH:17]=2)=[O:12])[CH2:21][C:22]([O:24][CH2:25][CH3:26])=[O:23])=[O:8])[CH2:6][CH2:5][CH2:4][CH2:3][CH2:2]1 |f:1.2|. Reported procedure: 6.5 g of N-cyclohexylcarbonyl-(2-furylcarbonyl)methylamine, 1.3 g of 61% sodium hydride and 5.1 g of ethyl bromoacetate are treated in the same manner as described in Preparation 1-(2). 5.0 g ethyl 3-cyclohexylcarbonylamino-3-(2-furylcarbonyl)propionate are thereby obtained. Yield: 56.2% Starting materials: OC1=CC=C(C=C1)C(C)=O (4′-hydroxyacetophenone), Cl.ClCCCN1CCCCC1 (1-(3-chloropropyl)-piperidine hydrochloride), C([O-])([O-])=O.[K+].[K+] (potassium carbonate), [I-].[Na+] (sodium iodide). The solvent is CC(=O)C (acetone). Run at time 1.5 hour. Yields the product N (ammonia), N1(CCCCC1)CCCOC1=CC=C(C=C1)C(C)=O (1-[4-(3-piperidin-1-ylpropoxy)phenyl]ethanone). Isolated yield 6.8%. RXN SMILES: [OH:1][C:2]1[CH:7]=[CH:6][C:5]([C:8](=[O:10])[CH3:9])=[CH:4][CH:3]=1.Cl.Cl[CH2:13][CH2:14][CH2:15][N:16]1[CH2:21][CH2:20][CH2:19][CH2:18][CH2:17]1.C(=O)([O-])[O-].[K+].[K+].[I-].[Na+]>CC(C)=O>[NH3:16].[N:16]1([CH2:15][CH2:14][CH2:13][O:1][C:2]2[CH:7]=[CH:6][C:5]([C:8](=[O:10])[CH3:9])=[CH:4][CH:3]=2)[CH2:21][CH2:20][CH2:19][CH2:18][CH2:17]1 |f:1.2,3.4.5,6.7|. Procedure: A mixture of 5.97 g of 4′-hydroxyacetophenone (43.8 mmol), 13.0 g of 1-(3-chloropropyl)-piperidine hydrochloride (65.8 mmol), 12.70 g of potassium carbonate (91.89 mmol), and 3.28 g of sodium iodide (21.9 mmol) in 100 mL dry acetone was stirred at reflux. After 1.5 h, the reaction was cooled to room temperature, filtered and concentrated. Ethyl acetate was added and the white solid that remained was filtered off. The filtrate was concentrated in vacuo and the crude residue was purified via silic...